Dataset: the Open Reaction Database (ORD), a public repository of structured organic reaction records. Task: describe an organic reaction: reactants, conditions, products, and yield Reaction SMILES: C(OC(=O)[NH:7][CH:8]1[CH2:13][CH2:12][CH:11]([CH2:14][NH:15][C:16]2[C:21]([N+:22]([O-:24])=[O:23])=[CH:20][N:19]=[C:18]([NH:25][CH2:26][C:27]3[CH:32]=[CH:31][CH:30]=[C:29]([N:33]4[CH2:38][CH2:37][CH2:36][CH2:35][CH2:34]4)[CH:28]=3)[N:17]=2)[CH2:10][CH2:9]1)(C)(C)C.C(O)(C(F)(F)F)=O>C(Cl)Cl>[NH2:7][C@H:8]1[CH2:9][CH2:10][C@H:11]([CH2:14][NH:15][C:16]2[C:21]([N+:22]([O-:24])=[O:23])=[CH:20][N:19]=[C:18]([NH:25][CH2:26][C:27]3[CH:32]=[CH:31][CH:30]=[C:29]([N:33]4[CH2:38][CH2:37][CH2:36][CH2:35][CH2:34]4)[CH:28]=3)[N:17]=2)[CH2:12][CH2:13]1. The yield is 90.3%. Yields the product N[C@@H]1CC[C@H](CC1)CNC1=NC(=NC=C1[N+](=O)[O-])NCC1=CC(=CC=C1)N1CCCCC1 (N4-[(trans-4-aminocyclohexyl)methyl]-5-nitro-N2-(3-piperidin-1-ylbenzyl)pyrimidine-2,4-diamine). Procedure details: (4-{[5-Nitro-2-(3-piperidin-1-yl-benzylamino)-pyrimidin-4-ylamino]-methyl}-cyclohexyl)-carbamic acid tert-butyl ester (176 mg, 0.33 mmol) was dissolved in CH2Cl2 (6 mL). To this solution was added TFA (3 mL) and the reaction was stirred for 1 h. The volatiles were removed and the crude was re-dissolved in 90:9:1 (CH2Cl2:CH3OH:NH4OH), then concentrated again to afford a solid. The resultant solid was purified via flash chromatography (SiO2, 10-75% CH2Cl2-(90:9:1-CH2Cl2:CH3OH:NH4OH)) to afford 131... Conditions: time 1 hour. Reactants: C(C)(C)(C)OC(NC1CCC(CC1)CNC1=NC(=NC=C1[N+](=O)[O-])NCC1=CC(=CC=C1)N1CCCCC1)=O ((4-{[5-Nitro-2-(3-piperidin-1-yl-benzylamino)-pyrimidin-4-ylamino]-methyl}-cyclohexyl)-carbamic acid tert-butyl ester), C(=O)(C(F)(F)F)O (TFA). Solvent: C(Cl)Cl (CH2Cl2). Starting materials: CS(C)=O, [Cl-], [Na+], O=C1OCCC12Sc1ccccc1C2=O. Product: O=C1c2ccccc2SC12CC2. Reaction SMILES: [CH3:18][S:19]([CH3:20])=[O:21].[Cl-:17].[Na+:16].[O:1]1[C:2](=[O:15])[C:3]2([C:4](=[O:12])[c:5]3[c:6]([cH:8][cH:9][cH:10][cH:11]3)[S:7]2)[CH2:13][CH2:14]1>>[C:3]12([C:4](=[O:12])[c:5]3[c:6]([cH:8][cH:9][cH:10][cH:11]3)[S:7]1)[CH2:13][CH2:14]2. Reactants: C1CCOC1, CCCCC(O)c1ccc(-c2ccc(C(F)(F)F)cc2)cc1, CCOC(=O)COc1ccc(O)cc1C. Product: CCCCC(Oc1ccc(OCC(=O)OCC)c(C)c1)c1ccc(-c2ccc(C(F)(F)F)cc2)cc1. As a reaction SMILES: [CH2:38]1[O:39][CH2:40][CH2:41][CH2:42]1.[F:1][C:2]([c:3]1[cH:4][cH:5][c:6](-[c:9]2[cH:10][cH:11][c:12]([CH:15]([CH2:16][CH2:17][CH2:18][CH3:19])[OH:20])[cH:13][cH:14]2)[cH:7][cH:8]1)([F:21])[F:22].[OH:23][c:24]1[cH:25][c:26]([CH3:37])[c:27]([O:28][CH2:29][C:30](=[O:31])[O:32][CH2:33][CH3:34])[cH:35][cH:36]1>>[F:1][C:2]([c:3]1[cH:4][cH:5][c:6](-[c:9]2[cH:10][cH:11][c:12]([CH:15]([CH2:16][CH2:17][CH2:18][CH3:19])[O:20][c:24]3[cH:25][c:26]([CH3:37])[c:27]([O:28][CH2:29][C:30](=[O:31])[O:32][CH2:33][CH3:34])[cH:35][cH:36]3)[cH:13][cH:14]2)[cH:7][cH:8]1)([F:21])[F:22]. The reactants are N1CCOCCOCCOCCOCCOCC1 (1-aza-4,7,10,13,16-pentaoxacyclooctadecane), CC(CC(=O)Cl)(C)C (3,3-dimethylbutyryl chloride). Product: CC(CC(=O)N1CCOCCOCCOCCOCCOCC1)(C)C (1-(3,3-Dimethylbutyroyl)-1-aza-4,7,10,13,16-pentaoxacyclooctadecane). As a reaction SMILES: [NH:1]1[CH2:18][CH2:17][O:16][CH2:15][CH2:14][O:13][CH2:12][CH2:11][O:10][CH2:9][CH2:8][O:7][CH2:6][CH2:5][O:4][CH2:3][CH2:2]1.[CH3:19][C:20]([CH3:26])([CH3:25])[CH2:21][C:22](Cl)=[O:23]>>[CH3:19][C:20]([CH3:26])([CH3:25])[CH2:21][C:22]([N:1]1[CH2:18][CH2:17][O:16][CH2:15][CH2:14][O:13][CH2:12][CH2:11][O:10][CH2:9][CH2:8][O:7][CH2:6][CH2:5][O:4][CH2:3][CH2:2]1)=[O:23]. Reported procedure: Analogously to Example 14 from 1-aza-4,7,10,13,16-pentaoxacyclooctadecane and 3,3-dimethylbutyryl chloride. Reactants: [Br-], Br, CC(=O)O, Nc1cc(C(F)(F)F)ccc1C(=O)O, O=N[O-], [Na+], O. Product: O=C(O)c1ccc(C(F)(F)F)cc1Br. RXN SMILES: [Br-:23].[BrH:25].[CH3:15][C:16](=[O:17])[OH:18].[F:1][C:2]([c:3]1[cH:4][c:5]([NH2:12])[c:6]([C:7](=[O:8])[OH:9])[cH:10][cH:11]1)([F:13])[F:14].[N:19]([O-:20])=[O:21].[Na+:22].[OH2:24]>>[F:1][C:2]([c:3]1[cH:4][c:5]([Br:23])[c:6]([C:7](=[O:8])[OH:9])[cH:10][cH:11]1)([F:13])[F:14]. Starting materials: [Si](C)(C)(C(C)(C)C)OCCC=C=CCCCl (7-chlorohepta-3,4-dien-1-ol t-butyldimethylsilyl ether), [I-].[Na+] (sodium iodide), CC(=O)C (acetone). The solvent is O (water). Yields the product [Si](C)(C)(C(C)(C)C)OCCCC=C=CCI (7-iodohepta-4,5-dien-1-ol t-butyldimethylsilyl ether). As a reaction SMILES: [Si:1]([O:8][CH2:9][CH2:10][CH:11]=[C:12]=[CH:13][CH2:14][CH2:15]Cl)([C:4]([CH3:7])([CH3:6])[CH3:5])([CH3:3])[CH3:2].[I-:17].[Na+].CC(C)=O>O>[Si:1]([O:8][CH2:9][CH2:10][CH2:11][CH:12]=[C:13]=[CH:14][CH2:15][I:17])([C:4]([CH3:7])([CH3:6])[CH3:5])([CH3:3])[CH3:2] |f:1.2|. Procedure: A mixture of 0.80 g of 7-chlorohepta-3,4-dien-1-ol t-butyldimethylsilyl ether, 1.0 g of sodium iodide and 5 ml of acetone were refluxed for 24 hours. The reaction mixture was cooled and diluted with 50 ml water. The product was extracted with 100 ml of ether and the ethereal solution washed with brine, dried over potassium carbonate and evaporated to give 7-iodohepta-4,5-dien-1-ol t-butyldimethylsilyl ether. The reactants are CCCn1cnnc1CCSc1ccc([N+](=O)[O-])cc1, CCO, [Ca+2], [Cl-], [Cl-], [Fe]. Product: CCCn1cnnc1CCSc1ccc(N)cc1. RXN SMILES: [CH2:1]([CH2:2][CH3:3])[n:4]1[c:5]([CH2:9][CH2:10][S:11][c:12]2[cH:13][cH:14][c:15]([N+:18]([O-:19])=[O:20])[cH:16][cH:17]2)[n:6][n:7][cH:8]1.[CH3:25][CH2:26][OH:27].[Ca+2:23].[Cl-:21].[Cl-:22].[Fe:24]>>[CH2:1]([CH2:2][CH3:3])[n:4]1[c:5]([CH2:9][CH2:10][S:11][c:12]2[cH:13][cH:14][c:15]([NH2:18])[cH:16][cH:17]2)[n:6][n:7][cH:8]1.